This data is from the Open Reaction Database (ORD), a public repository of structured organic reaction records. The task is: describe an organic reaction: reactants, conditions, products, and yield The reactants are C(=O)(C(F)(F)F)O (TFA), C(CCCCCCOC1CCN2[C@@H]1[C@@H](N(C1=C(C2=O)C=C(C=C1)OC)C(=O)OC(C)(C)C)OC1OCCCC1)OC1CCN2[C@@H]1[C@@H](N(C1=C(C2=O)C=C(C=C1)OC)C(=O)OC(C)(C)C)OC1OCCCC1 (1,1′-[(Heptane-1,7-diyl)dioxy]bis[(11S,11aS)-10-(tert-butyloxycarbonyl)-7-methoxy-11-(tetrahydro-pyran-2-yloxy)-1,2,3,10,11,11a-hexahydro-5H-pyrrolo[2,1-c][1,4]benzodiazepine-5-one]), C(=O)(O)[O-].[Na+] (NaHCO3). Run in CO.C(Cl)(Cl)Cl (methanol chloroform). Reaction conditions: time 1 hour. Yields the product C(CCCCCCOC1CCN2[C@H]1C=NC1=C(C2=O)C=C(C=C1)OC)OC1CCN2[C@H]1C=NC1=C(C2=O)C=C(C=C1)OC (1,1′-[(Heptane-1,7-diyl)dioxy]bis[(11aS)-7-methoxy-1,2,3,11a-tetrahydro-5H-pyrrolo[2,1-c][1,4]benzodiazepine-5-one]). Yield: 85.0%. As a reaction SMILES: C(O)(C(F)(F)F)=O.[CH2:8]([O:47][CH:48]1[C@H:52]2[C@H:53](OC3CCCCO3)[N:54](C(OC(C)(C)C)=O)[C:55]3[CH:62]=[CH:61][C:60]([O:63][CH3:64])=[CH:59][C:56]=3[C:57](=[O:58])[N:51]2[CH2:50][CH2:49]1)[CH2:9][CH2:10][CH2:11][CH2:12][CH2:13][CH2:14][O:15][CH:16]1[C@H:20]2[C@H:21](OC3CCCCO3)[N:22](C(OC(C)(C)C)=O)[C:23]3[CH:30]=[CH:29][C:28]([O:31][CH3:32])=[CH:27][C:24]=3[C:25](=[O:26])[N:19]2[CH2:18][CH2:17]1.C([O-])(O)=O.[Na+]>CO.C(Cl)(Cl)Cl>[CH2:8]([O:47][CH:48]1[C@@H:52]2[CH:53]=[N:54][C:55]3[CH:62]=[CH:61][C:60]([O:63][CH3:64])=[CH:59][C:56]=3[C:57](=[O:58])[N:51]2[CH2:50][CH2:49]1)[CH2:9][CH2:10][CH2:11][CH2:12][CH2:13][CH2:14][O:15][CH:16]1[C@@H:20]2[CH:21]=[N:22][C:23]3[CH:30]=[CH:29][C:28]([O:31][CH3:32])=[CH:27][C:24]=3[C:25](=[O:26])[N:19]2[CH2:18][CH2:17]1 |f:2.3,4.5|. Procedure: 95% TFA (3 mL) was added drop-wise to dimer compound 15e (200 mg, 0.2 mmol) at 0° C. This was then stirred for 1 hr and the mixture was poured into saturated NaHCO3 (30 mL) solution to naturalize the reaction mixture. The mixture was extracted with chloroform (3×20 mL). The organic layer was then washed water (20 mL), brine (20 mL) then dried (MgSO4) and filtrated. The excess solvent was removed under reduced pressure to give the crude product, which was subjected to flash column chromatography ... Reactants: C(C)(C)(C)OC(=O)N1CCC(CC1)C(=O)SC1=CC=CC=C1 (4-phenylsulfanylcarbonyl-piperidine-1-carboxylic acid tert-butyl ester), O1CCC2=C1C=CC(=C2)B(O)O (2,3-dihydro-1-benzofuran-5-ylboronic acid). Reagents/catalysts: C=1C=CC(=CC1)/C=C/C(=O)/C=C/C2=CC=CC=C2.C=1C=CC(=CC1)/C=C/C(=O)/C=C/C2=CC=CC=C2.C=1C=CC(=CC1)/C=C/C(=O)/C=C/C2=CC=CC=C2.[Pd].[Pd] (Pd2dba3), S1C(=CC=C1)C(=O)[O-].[Cu+] (copper (I) thiophene-2-carboxylate). The solvent is COCCOC (DME). The product is C(C)(C)(C)OC(=O)N1CCC(CC1)C(=O)C=1C=CC2=C(CCO2)C1 (4-(2,3-Dihydro-benzofuran-5-carbonyl)-piperidine-1-carboxylic acid tert-butyl ester). Isolated yield 89.7%. Reaction SMILES: [O:1]1[C:5]2[CH:6]=[CH:7][C:8](B(O)O)=[CH:9][C:4]=2[CH2:3][CH2:2]1.[C:13]([O:17][C:18]([N:20]1[CH2:25][CH2:24][CH:23]([C:26](SC2C=CC=CC=2)=[O:27])[CH2:22][CH2:21]1)=[O:19])([CH3:16])([CH3:15])[CH3:14]>COCCOC.C1C=CC(/C=C/C(/C=C/C2C=CC=CC=2)=O)=CC=1.C1C=CC(/C=C/C(/C=C/C2C=CC=CC=2)=O)=CC=1.C1C=CC(/C=C/C(/C=C/C2C=CC=CC=2)=O)=CC=1.[Pd].[Pd].S1C=CC=C1C([O-])=O.[Cu+]>[C:13]([O:17][C:18]([N:20]1[CH2:25][CH2:24][CH:23]([C:26]([C:8]2[CH:7]=[CH:6][C:5]3[O:1][CH2:2][CH2:3][C:4]=3[CH:9]=2)=[O:27])[CH2:22][CH2:21]1)=[O:19])([CH3:16])([CH3:15])[CH3:14] |f:3.4.5.6.7,8.9|. Reported procedure: To a mixture of 2,3-dihydro-1-benzofuran-5-ylboronic acid (0.56 g, 1.56 mmol), ligand TFP (0.07 g, 0.3 mmol), Pd2dba3 (0.28 g, 0.30 mmol), copper (I) thiophene-2-carboxylate (0.45 g, 2.4 mmol) was added a solution of 4-phenylsulfanylcarbonyl-piperidine-1-carboxylic acid tert-butyl ester (0.5 g, 1.6 mmol) in 15 mL of DME while purging with N2 at 50° C. After 18 hours the reaction mixture was diluted with ethyl acetate, filtered through celite then concentrated in vacuo. Purification by flash chro...